Dataset: the Open Reaction Database (ORD), a public repository of structured organic reaction records. Task: describe an organic reaction: reactants, conditions, products, and yield Reactants: FC(F)(F)S(=O)C1=CC=CC=C1 (Phenyl trifluoromethyl sulfoxide), FC1=CC(=CC=C1)F (1,3-difluorobenzene), O(S(=O)(=O)C(F)(F)F)S(=O)(=O)C(F)(F)F ((CF3SO2)2O). Run at temperature 0 celsius, time 2 hour. The product is [O-]S(=O)(=O)C(F)(F)F.FC([S+](C1=C(C=C(C=C1)F)F)C1=CC=CC=C1)(F)F (S-(trifluoromethyl)phenyl-2,4-difluorophenylsulfonium Triflate). The yield is 69.9%. RXN SMILES: [F:1][C:2]([S:5]([C:7]1[CH:12]=[CH:11][CH:10]=[CH:9][CH:8]=1)=O)([F:4])[F:3].[F:13][C:14]1[CH:19]=[CH:18][CH:17]=[C:16]([F:20])[CH:15]=1.[O:21](S(C(F)(F)F)(=O)=O)[S:22]([C:25]([F:28])([F:27])[F:26])(=[O:24])=[O:23]>>[O-:24][S:22]([C:25]([F:28])([F:27])[F:26])(=[O:23])=[O:21].[F:3][C:2]([F:1])([F:4])[S+:5]([C:7]1[CH:12]=[CH:11][CH:10]=[CH:9][CH:8]=1)[C:17]1[CH:18]=[CH:19][C:14]([F:13])=[CH:15][C:16]=1[F:20] |f:3.4|. Procedure: Synthetic details: To a solution of phenyl trifluoromethyl sulfoxide (5) (485 mg, 2.5 mmol) in dry 1,3-difluorobenzene (7.4 mL, 75 mmol) was added (CF3SO2)2O (2.10 mL, 12.5 mmol) at 0° C. The reaction mixture was stirred for 2 h at 0° C., and then at rt for another 20 h. The solvent was evaporated under reduced pressure and the residue was purified by column chromatography on silica gel using CH3CN—CH2Cl2 (1:4) as eluent. The product was obtained as a white crystal (770 mg, 70%), m. p. 78-9° C. ... Reactants: CO, Cc1ccc(F)c(C(=O)O)c1, O=S(Cl)Cl. Product: COC(=O)c1cc(C)ccc1F. As a reaction SMILES: [CH3:16][OH:17].[F:1][c:2]1[c:3]([C:4](=[O:5])[OH:6])[cH:7][c:8]([CH3:11])[cH:9][cH:10]1.[S:12]([Cl:13])([Cl:14])=[O:15]>>[F:1][c:2]1[c:3]([C:4](=[O:5])[O:6][CH3:16])[cH:7][c:8]([CH3:11])[cH:9][cH:10]1. Reactants: O1CCOCC1 (dioxane), O (water), C1(C=CCCC1)=O (cyclohexenone), Rh(acac)(C2H4)2, compound, C1(=CC=CC=C1)B(O)O (phenylboronic acid). Run in C(C)(=O)OCC (ethyl acetate). Run at temperature 100 celsius. Yields the product C1(=CC=CC=C1)[C@@H]1CC(CCC1)=O ((S)-3-phenylcyclohexanone). As a reaction SMILES: O1CCOCC1.O.[C:8]1(=[O:14])[CH2:13][CH2:12][CH2:11][CH:10]=[CH:9]1.[C:15]1(B(O)O)[CH:20]=[CH:19][CH:18]=[CH:17][CH:16]=1>C(OCC)(=O)C>[C:15]1([C@H:10]2[CH2:11][CH2:12][CH2:13][C:8](=[O:14])[CH2:9]2)[CH:20]=[CH:19][CH:18]=[CH:17][CH:16]=1. Reported procedure: 1 ml of dioxane, 0.1 ml of distilled water and 0.4 mmol of cyclohexenone are added to 3.1 mg of Rh(acac)(C2H4)2, 0.012 mmol of compound I.1 and 2 mmol of phenylboronic acid under argon. The reaction mixture is heated at 100° C. for 5 hours. After it has returned to room temperature, the solvents are evaporated off under reduced pressure. The residue obtained is dissolved in 20 ml of ethyl acetate, washed with 5 ml of saturated aqueous sodium hydrogencarbonate solution and then dried over sodium ... Starting materials: COC(CC(OC)OC)OC (1,1,3,3-tetramethoxy-propane), N(N)C1=NC2=CC=CC=C2C(N1)=O (2-hydrazino-4(3H)-quinazolinone), O (water), Cl (hydrochloric acid). The solvent is CO (methanol). The product is N1(N=CC=C1)C1=NC2=CC=CC=C2C(N1)=O (2-(1H-pyrazol-1-yl)-4(3H)-quinazolinone). Isolated yield 70.2%. RXN SMILES: [NH:1]([C:3]1[NH:12][C:11](=[O:13])[C:10]2[C:5](=[CH:6][CH:7]=[CH:8][CH:9]=2)[N:4]=1)[NH2:2].O.Cl.CO[CH:18](OC)[CH2:19][CH:20](OC)OC>CO>[N:1]1([C:3]2[NH:12][C:11](=[O:13])[C:10]3[C:5](=[CH:6][CH:7]=[CH:8][CH:9]=3)[N:4]=2)[CH:20]=[CH:19][CH:18]=[N:2]1. Procedure details: A mixture of 35.2 g (0.2 mole) of 2-hydrazino-4(3H)-quinazolinone, 250 ml of water, 30 ml of methanol and 36.6 ml of concentrated hydrochloric acid is stirred with 36.08 g (0.22 mole) of 1,1,3,3-tetramethoxy-propane at 40° C. The desired product precipitates after a short time from the solution initially formed. After a reaction of one hour in total at 40° C., 29.8 g of 2-(1H-pyrazol-1-yl)-4(3H)-quinazolinone (melting point 148°-50°) are isolated. As a reaction SMILES: [C:1](Cl)(=[O:4])[CH:2]=[CH2:3].[CH3:6][N:7]([CH3:37])[CH2:8][CH2:9][N:10]([CH3:36])[C:11]1[C:12]([NH2:35])=[CH:13][C:14]([NH:19][C:20]2[N:25]=[C:24]([C:26]3[C:34]4[C:29](=[CH:30][CH:31]=[CH:32][CH:33]=4)[NH:28][CH:27]=3)[CH:23]=[CH:22][N:21]=2)=[C:15]([O:17][CH3:18])[CH:16]=1>C(Cl)Cl>[CH3:37][N:7]([CH3:6])[CH2:8][CH2:9][N:10]([CH3:36])[C:11]1[CH:16]=[C:15]([O:17][CH3:18])[C:14]([NH:19][C:20]2[N:25]=[C:24]([C:26]3[C:34]4[C:29](=[CH:30][CH:31]=[CH:32][CH:33]=4)[NH:28][CH:27]=3)[CH:23]=[CH:22][N:21]=2)=[CH:13][C:12]=1[NH:35][C:1](=[O:4])[CH:2]=[CH2:3]. The solvent is C(Cl)Cl (CH2Cl2), C(Cl)Cl (CH2Cl2). Procedure details: A solution of acryloyl chloride (0.584 mL, 1M in CH2Cl2, 0.58 mmol) was added dropwise to N1-(2-dimethylaminoethyl)-N4-[4-(1H-indol-3-yl)pyrimidin-2-yl]-5-methoxy-N1-methylbenzene-1,2,4-triamine (Intermediate 168, 252 mg, 0.58 mmol) in CH2Cl2 (10 mL) and the mixture was then stirred at −5° C. for 1 h. The mixture was then diluted with CH2Cl2 (100 mL), and the resulting solution was washed with sat. NaHCO3 (25 mL), water (25 mL), and then sat. brine (25 mL), and was then concentrated in vacuo. Pu... Product: CN(CCN(C1=C(C=C(C(=C1)OC)NC1=NC=CC(=N1)C1=CNC2=CC=CC=C12)NC(C=C)=O)C)C (N-(2-[2-Dimethylaminoethyl-methylamino]-5-{[4-(1H-indol-3-yl)pyrimidin-2-yl]amino}-4-methoxyphenyl)prop-2-enamide). Yield: 27.0%. Starting materials: C(C=C)(=O)Cl (acryloyl chloride), CN(CCN(C=1C(=CC(=C(C1)OC)NC1=NC=CC(=N1)C1=CNC2=CC=CC=C12)N)C)C (N1-(2-dimethylaminoethyl)-N4-[4-(1H-indol-3-yl)pyrimidin-2-yl]-5-methoxy-N1-methylbenzene-1,2,4-triamine), CN(CCN(C=1C(=CC(=C(C1)OC)NC1=NC=CC(=N1)C1=CNC2=CC=CC=C12)N)C)C (N1-(2-dimethylaminoethyl)-N4-[4-(1H-indol-3-yl)pyrimidin-2-yl]-5-methoxy-N1-methylbenzene-1,2,4-triamine). Run at temperature -5 celsius, time 1 hour. Reactants: FC=1C=C(C(=O)NC2=CC=C(C3=CC=CC=C23)OC2=NC(=NC=C2)S(=O)(=O)C)C=C(C1)N1CCCCC1 (3-fluoro-N-[4-(2-methanesulfonyl-pyrimidin-4-yloxy)-naphthalen-1-yl]-5-piperidin-1-yl-benzamide), CC=1NCCN1 (2-methyl-4,5-dihydro-1H-imidazole). Product: FC=1C=C(C(=O)NC2=CC=C(C3=CC=CC=C23)OC2=NC(=NC=C2)N2C(=NCC2)C)C=C(C1)N1CCCCC1 (3-Fluoro-N-(4-{[2-(2-methyl-4,5-dihydro-1 H-imidazol-1-yl)pyrimidin-4-yl]oxy}-1-naphthyl)-5-piperidin-1-ylbenzamide). Reaction SMILES: [F:1][C:2]1[CH:3]=[C:4]([CH:29]=[C:30]([N:32]2[CH2:37][CH2:36][CH2:35][CH2:34][CH2:33]2)[CH:31]=1)[C:5]([NH:7][C:8]1[C:17]2[C:12](=[CH:13][CH:14]=[CH:15][CH:16]=2)[C:11]([O:18][C:19]2[CH:24]=[CH:23][N:22]=[C:21](S(C)(=O)=O)[N:20]=2)=[CH:10][CH:9]=1)=[O:6].[CH3:38][C:39]1[NH:40][CH2:41][CH2:42][N:43]=1>>[F:1][C:2]1[CH:3]=[C:4]([CH:29]=[C:30]([N:32]2[CH2:37][CH2:36][CH2:35][CH2:34][CH2:33]2)[CH:31]=1)[C:5]([NH:7][C:8]1[C:17]2[C:12](=[CH:13][CH:14]=[CH:15][CH:16]=2)[C:11]([O:18][C:19]2[CH:24]=[CH:23][N:22]=[C:21]([N:43]3[CH2:42][CH2:41][N:40]=[C:39]3[CH3:38])[N:20]=2)=[CH:10][CH:9]=1)=[O:6]. Procedure details: Compound is prepared from 3-fluoro-N-[4-(2-methanesulfonyl-pyrimidin-4-yloxy)-naphthalen-1-yl]-5-piperidin-1-yl-benzamide and 2-methyl-4,5-dihydro-1H-imidazole according to conditions described in general procedure C. 1H NMR (400 MHz, CDCl3) δ 1.63-1.70 (m, 9 H), 3.29 (t, J=5.5 Hz, 4H), 3.67 (t, J=8.8 Hz, 2 H), 3.83 (t, J=8.8 Hz, 2 H), 6.25-6.53 (m, 1 H), 6.77 (d, J=11.7 Hz, 1 H), 6.99 (d, J=8.0 Hz, 1 H), 7.25-7.31 (m, 2 H), 7.49-7.60 (m, 2 H), 7.88-7.93 (m, 2 H), 8.01 (d, J=8.0 Hz, 1 H), 8.17 (... Reactants: Brc1cccc(NCc2cccnc2)c1, N#Cc1ccc(B(O)O)cc1, ClCCl, [Na+], [Na+], O=C([O-])[O-], C1COCCO1, O, c1ccc(P(c2ccccc2)(c2ccccc2)[Pd](P(c2ccccc2)(c2ccccc2)c2ccccc2)(P(c2ccccc2)(c2ccccc2)c2ccccc2)P(c2ccccc2)(c2ccccc2)c2ccccc2)cc1. The product is N#Cc1ccc(-c2cccc(NCc3cccnc3)c2)cc1. Reaction SMILES: [Br:1][c:2]1[cH:3][c:4]([NH:8][CH2:9][c:10]2[cH:11][n:12][cH:13][cH:14][cH:15]2)[cH:5][cH:6][cH:7]1.[C:16](#[N:17])[c:18]1[cH:19][cH:20][c:21]([B:24]([OH:25])[OH:26])[cH:22][cH:23]1.[Cl:39][CH2:40][Cl:41].[Na+:27].[Na+:28].[O-:29][C:30](=[O:31])[O-:32].[O:33]1[CH2:34][CH2:35][O:36][CH2:37][CH2:38]1.[OH2:42].[cH:43]1[cH:44][cH:45][c:46]([P:47]([Pd:48]([P:49]([c:50]2[cH:51][cH:52][cH:53][cH:54][cH:55]2)([c:56]2[cH:57][cH:58][cH:59][cH:60][cH:61]2)[c:62]2[cH:63][cH:64][cH:65][cH:66][cH:67]2)([P:68]([c:69]2[cH:70][cH:71][cH:72][cH:73][cH:74]2)([c:75]2[cH:76][cH:77][cH:78][cH:79][cH:80]2)[c:81]2[cH:82][cH:83][cH:84][cH:85][cH:86]2)[P:87]([c:88]2[cH:89][cH:90][cH:91][cH:92][cH:93]2)([c:94]2[cH:95][cH:96][cH:97][cH:98][cH:99]2)[c:100]2[cH:101][cH:102][cH:103][cH:104][cH:105]2)([c:106]2[cH:107][cH:108][cH:109][cH:110][cH:111]2)[c:112]2[cH:113][cH:114][cH:115][cH:116][cH:117]2)[cH:118][cH:119]1>>[c:2]1(-[c:21]2[cH:20][cH:19][c:18]([C:16]#[N:17])[cH:23][cH:22]2)[cH:3][c:4]([NH:8][CH2:9][c:10]2[cH:11][n:12][cH:13][cH:14][cH:15]2)[cH:5][cH:6][cH:7]1. Starting materials: CN(C)CC1=CC=CC=C1 (N,N-dimethyl-benzylamine), S(=O)(C1=CC=C(C=C1)N)(=O)O (sulphanilic acid), C(C=CC1=CC=CC=C1)(=O)Cl (cinnamoyl chloride). Run in CC(=O)C (acetone), CC(=O)C (acetone). Run at temperature 30 celsius, time 15 minute. Yields the product S(=O)(=O)(O)C1=CC=C(C=C1)NC(C=CC1=CC=CC=C1)=O (N-(p-sulfophenyl)-cinnamamide). The yield is 73.3%. As a reaction SMILES: [S:1]([OH:11])(=[O:10])([C:3]1[CH:8]=[CH:7][C:6]([NH2:9])=[CH:5][CH:4]=1)=[O:2].CN(CC1C=CC=CC=1)C.[C:22](Cl)(=[O:31])[CH:23]=[CH:24][C:25]1[CH:30]=[CH:29][CH:28]=[CH:27][CH:26]=1>CC(C)=O>[S:1]([C:3]1[CH:4]=[CH:5][C:6]([NH:9][C:22](=[O:31])[CH:23]=[CH:24][C:25]2[CH:30]=[CH:29][CH:28]=[CH:27][CH:26]=2)=[CH:7][CH:8]=1)([OH:11])(=[O:10])=[O:2]. Procedure: To a suspension of 86.5 g of anhydrous sulphanilic acid in 120 g of acetone are added dropwise, while stirring at 30° C., 168.8 g of N,N-dimethyl-benzylamine in the course of 15 minutes, followed by a solution of 83.5 g of cinnamoyl chloride in 80 g of acetone in the course of 50 minutes. After the addition is complete, the reaction temperature is increased to the reflux temperature for 1 hour, and the acetone is then removed as completely as possible. The residue which remains is stirred for 1 ... The reactants are CCN(C(C)C)C(C)C (Hunig's base), C(SC(C)C)(Cl)=O (S-isopropyl carbonochloridothioate), BrC1=CN=C2N1N=C(C=C2)N2CCNCC2 (3-bromo-6-piperazin-1-yl-imidazo[1,2-b]pyridazine). The solvent is C(C)(=O)OCC (ethyl acetate). Conditions: time 8 hour. Product: BrC1=CN=C2N1N=C(C=C2)N2CCN(CC2)C(SC(C)C)=O (S-Isopropyl 4-(3-bromoimidazo[1,2-b]pyridazin-6-yl)piperazine-1-carbothioate). The yield is 78.5%. RXN SMILES: CCN(C(C)C)C(C)C.[C:10](=[O:16])(Cl)[S:11][CH:12]([CH3:14])[CH3:13].[Br:17][C:18]1[N:22]2[N:23]=[C:24]([N:27]3[CH2:32][CH2:31][NH:30][CH2:29][CH2:28]3)[CH:25]=[CH:26][C:21]2=[N:20][CH:19]=1>C(OCC)(=O)C>[Br:17][C:18]1[N:22]2[N:23]=[C:24]([N:27]3[CH2:28][CH2:29][N:30]([C:10](=[O:16])[S:11][CH:12]([CH3:14])[CH3:13])[CH2:31][CH2:32]3)[CH:25]=[CH:26][C:21]2=[N:20][CH:19]=1. Procedure: Hunig's base [7087-68-5] (0.4 mL, 2.4 mmol), then S-isopropyl carbonochloridothioate [13889-93-5] (0.2 mL, 1.6 mmol) were added to a stirred, ambient temperature solution of 3-bromo-6-piperazin-1-yl-imidazo[1,2-b]pyridazine (450.0 mg, 1.6 mmol) in ethyl acetate (30 mL). Then rapidly formed suspension was stirred overnight, under N2 blanket, then washed with brine, dried (MgSO4), evaporated, and crystallized from ethyl acetate/heptane to afford 482.9 mg of white powder, mp. 186-187° C. 1H NMR (40... Reaction SMILES: [CH3:1][O:2][C:3]([CH3:4])([CH3:5])[O:6][CH3:7].[I:25][c:26]1[cH:27][cH:28][c:29]([O:30][CH2:31][CH:32]([OH:33])[CH2:34][OH:35])[cH:36][cH:37]1.[O:38]=[CH:39][N:40]([CH3:41])[CH3:42].[c:8]1([CH3:9])[cH:10][cH:11][c:12]([S:13]([O-:14])(=[O:15])=[O:16])[cH:17][cH:18]1.[nH+:19]1[cH:20][cH:21][cH:22][cH:23][cH:24]1>>[CH:1]1([CH2:31][O:30][c:29]2[cH:28][cH:27][c:26]([I:25])[cH:37][cH:36]2)[O:2][C:3]([CH3:4])([CH3:5])[O:6][CH2:7]1. The product is CC1(C)OCC(COc2ccc(I)cc2)O1. The reactants are COC(C)(C)OC, OCC(O)COc1ccc(I)cc1, CN(C)C=O, Cc1ccc(S(=O)(=O)[O-])cc1, c1cc[nH+]cc1.